From a dataset of the Open Reaction Database (ORD), a public repository of structured organic reaction records. describe an organic reaction: reactants, conditions, products, and yield Starting materials: CC(C)CN1CC=C(c2cn(C)c3cc(C(=O)N4CCN(C(C)C)CC4)ccc23)CC1, CC(C)CN1CC=C(c2c[nH]c3cc(C(=O)N4CCN(C(C)C)CC4)ccc23)CC1, CS(=O)(=O)Cl, Cl. The product is CC(C)CN1CC=C(c2cn(S(C)(=O)=O)c3cc(C(=O)N4CCN(C(C)C)CC4)ccc23)CC1. RXN SMILES: [CH2:1]([CH:2]([CH3:3])[CH3:4])[N:5]1[CH2:6][CH2:7][C:8]([c:11]2[cH:12][n:13]([CH3:31])[c:14]3[cH:15][c:16]([C:20](=[O:21])[N:22]4[CH2:23][CH2:24][N:25]([CH:28]([CH3:29])[CH3:30])[CH2:26][CH2:27]4)[cH:17][cH:18][c:19]23)=[CH:9][CH2:10]1.[CH2:33]([N:34]1[CH2:35][CH:36]=[C:37]([c:38]2[c:39]3[c:40]([cH:41][c:42]([C:43]([N:44]4[CH2:45][CH2:46][N:47]([CH:48]([CH3:49])[CH3:50])[CH2:51][CH2:52]4)=[O:53])[cH:54][cH:55]3)[nH:56][cH:57]2)[CH2:58][CH2:59]1)[CH:60]([CH3:61])[CH3:62].[CH3:63][S:64](=[O:65])(=[O:66])[Cl:67].[ClH:32]>>[CH2:1]([CH:2]([CH3:3])[CH3:4])[N:5]1[CH2:6][CH2:7][C:8]([c:11]2[cH:12][n:13]([S:64]([CH3:63])(=[O:65])=[O:66])[c:14]3[cH:15][c:16]([C:20](=[O:21])[N:22]4[CH2:23][CH2:24][N:25]([CH:28]([CH3:29])[CH3:30])[CH2:26][CH2:27]4)[cH:17][cH:18][c:19]23)=[CH:9][CH2:10]1.